From a dataset of the Open Reaction Database (ORD), a public repository of structured organic reaction records. describe an organic reaction: reactants, conditions, products, and yield Reactants: [BH4-], COC(=O)C(CC(C)C)N=C(c1ccc(Br)cc1)c1ccc(S(C)(=O)=O)cc1, CS(=O)(=O)c1ccc(C(=O)c2ccc(Br)cc2)cc1, CC(=O)O, CO, [Na+]. The product is COC(=O)C(CC(C)C)NC(c1ccc(Br)cc1)c1ccc(S(C)(=O)=O)cc1. RXN SMILES: [BH4-:48].[Br:1][c:2]1[cH:3][cH:4][c:5]([C:8](=[N:9][CH:10]([CH2:11][CH:12]([CH3:13])[CH3:14])[C:15](=[O:16])[O:17][CH3:18])[c:19]2[cH:20][cH:21][c:22]([S:25](=[O:26])(=[O:27])[CH3:28])[cH:23][cH:24]2)[cH:6][cH:7]1.[Br:29][c:30]1[cH:31][cH:32][c:33]([C:34]([c:35]2[cH:36][cH:37][c:38]([S:39]([CH3:40])(=[O:41])=[O:42])[cH:43][cH:44]2)=[O:45])[cH:46][cH:47]1.[C:52]([OH:53])(=[O:54])[CH3:55].[CH3:50][OH:51].[Na+:49]>>[Br:1][c:2]1[cH:3][cH:4][c:5]([CH:8]([NH:9][CH:10]([CH2:11][CH:12]([CH3:13])[CH3:14])[C:15](=[O:16])[O:17][CH3:18])[c:19]2[cH:20][cH:21][c:22]([S:25](=[O:26])(=[O:27])[CH3:28])[cH:23][cH:24]2)[cH:6][cH:7]1. Starting materials: CC1=[N+](C=CC(=C1C)[N+](=O)[O-])[O-] (2,3-dimethyl-4-nitropyridine-1-oxide), C(C)C(=O)C (methyl ethyl ketone), FC(CO)(C(F)(F)F)F (2,2,3,3,3-pentafluoropropanol), C([O-])([O-])=O.[K+].[K+] (potassium carbonate). Solvent: CN(P(N(C)C)(N(C)C)=O)C (hexamethylphosphoric acid triamide). Conditions: temperature 75 celsius, time 4.5 day. Product: CC1=[N+](C=CC(=C1C)OCC(C(F)(F)F)(F)F)[O-] (2,3-dimethyl-4-(2,2,3,3,3-pentafluoropropoxy)pyridine-1-oxide). Reaction SMILES: [CH3:1][C:2]1[C:7]([CH3:8])=[C:6]([N+]([O-])=O)[CH:5]=[CH:4][N+:3]=1[O-:12].C(C(C)=O)C.[F:18][C:19]([F:26])([C:22]([F:25])([F:24])[F:23])[CH2:20][OH:21].C(=O)([O-])[O-].[K+].[K+]>CN(C)P(=O)(N(C)C)N(C)C>[CH3:1][C:2]1[C:7]([CH3:8])=[C:6]([O:21][CH2:20][C:19]([F:26])([F:18])[C:22]([F:25])([F:24])[F:23])[CH:5]=[CH:4][N+:3]=1[O-:12] |f:3.4.5|. Reported procedure: A mixture of 2,3-dimethyl-4-nitropyridine-1-oxide (2.0 g), methyl ethyl ketone (30 ml), 2,2,3,3,3-pentafluoropropanol (3.05 ml), anhydrous potassium carbonate (3.29 g) and hexamethylphosphoric acid triamide (2.07 g) was heated at 70-80° C. with stirring for 4.5 days. Then, the insoluble matter was filtered off and the filtrate was concentrated. Water was added to the residue and the mixture was extracted with ethyl acetate. The extract layer was dried over magnesium sulfate, then the solvent was... The reactants are C1(=CC=CC=C1)P(C1=CC=CC=C1)C1=CC=CC=C1 (triphenylphosphine), CCOC(=O)/N=N/C(=O)OCC (diethylazodicarboxylate), OC1CCN(CC1)C (4-hydroxy-1-methylpiperidine), C(C)OC=1C=C(C(=C(C1)N(C1=CC=C(C#N)C=C1)CC=1N(C=C(N1)C1=CC=CC=C1)C(C1=CC=CC=C1)(C1=CC=CC=C1)C1=CC=CC=C1)F)O (4-((5-ethoxy-2-fluoro-3-hydroxyphenyl)(4-phenyl-1-trityl-1H-imidazol-2-yl)methylamino)benzonitrile). Solvent: C1CCOC1 (THF), C1CCOC1 (THF). Reaction conditions: temperature 0 celsius, time 30 minute. The product is C(C)OC=1C=C(C(=C(C1)N(C1=CC=C(C#N)C=C1)CC=1N(C=C(N1)C1=CC=CC=C1)C(C1=CC=CC=C1)(C1=CC=CC=C1)C1=CC=CC=C1)F)OC1CCN(CC1)C (4-((5-ethoxy-2-fluoro-3-(1-methylpiperidin-4-yloxy)phenyl)(4-phenyl-1-trityl-1H-imidazol-2-yl)methylamino)benzonitrile). Yield: 67.3%. As a reaction SMILES: C1(P(C2C=CC=CC=2)C2C=CC=CC=2)C=CC=CC=1.CCOC(/N=N/C(OCC)=O)=O.[CH2:32]([O:34][C:35]1[CH:36]=[C:37]([OH:82])[C:38]([F:81])=[C:39]([N:41]([CH2:50][C:51]2[N:52]([C:62]([C:75]3[CH:80]=[CH:79][CH:78]=[CH:77][CH:76]=3)([C:69]3[CH:74]=[CH:73][CH:72]=[CH:71][CH:70]=3)[C:63]3[CH:68]=[CH:67][CH:66]=[CH:65][CH:64]=3)[CH:53]=[C:54]([C:56]3[CH:61]=[CH:60][CH:59]=[CH:58][CH:57]=3)[N:55]=2)[C:42]2[CH:49]=[CH:48][C:45]([C:46]#[N:47])=[CH:44][CH:43]=2)[CH:40]=1)[CH3:33].O[CH:84]1[CH2:89][CH2:88][N:87]([CH3:90])[CH2:86][CH2:85]1>C1COCC1>[CH2:32]([O:34][C:35]1[CH:36]=[C:37]([O:82][CH:84]2[CH2:89][CH2:88][N:87]([CH3:90])[CH2:86][CH2:85]2)[C:38]([F:81])=[C:39]([N:41]([CH2:50][C:51]2[N:52]([C:62]([C:75]3[CH:76]=[CH:77][CH:78]=[CH:79][CH:80]=3)([C:69]3[CH:70]=[CH:71][CH:72]=[CH:73][CH:74]=3)[C:63]3[CH:68]=[CH:67][CH:66]=[CH:65][CH:64]=3)[CH:53]=[C:54]([C:56]3[CH:61]=[CH:60][CH:59]=[CH:58][CH:57]=3)[N:55]=2)[C:42]2[CH:43]=[CH:44][C:45]([C:46]#[N:47])=[CH:48][CH:49]=2)[CH:40]=1)[CH3:33]. Reported procedure: To triphenylphosphine (117 mg, 0.447 mmol) in THF (2 mL) at 0° C., was added diethylazodicarboxylate (71 μL, 0.447 mmol). The mixture was stirred at 0° C. for 30 min, then a solution of Intermediate 113.3 (100 mg, 0.149 mmol) and 4-hydroxy-1-methylpiperidine (34 mg, 0.298 mmol) in 1 mL THF. The mixture was allowed to warm to rt and stir 15 h, then was concentrated. The crude mixture was purified by flash chromatography (0 to 10% MeOH/CH2Cl2, gradient) to afford 77 mg of Intermediate 113.4. Reactants: CN1N=CC=C1NC=1NCCN1 (2(1-Methyl-5-pyrazolyl) amino-2-imidazoline), ClCl (chlorine). Run in C(C)(=O)O (acetic acid). The product is Cl.ClC=1C=NN(C1NC=1NCCN1)C (2(4-Chloro-1-methyl-5-pyrazolyl) amino-2-imidazoline hydrochloride). RXN SMILES: [CH3:1][N:2]1[C:6]([NH:7][C:8]2[NH:9][CH2:10][CH2:11][N:12]=2)=[CH:5][CH:4]=[N:3]1.[Cl:13]Cl>C(O)(=O)C>[ClH:13].[Cl:13][C:5]1[CH:4]=[N:3][N:2]([CH3:1])[C:6]=1[NH:7][C:8]1[NH:9][CH2:10][CH2:11][N:12]=1 |f:3.4|. Reported procedure: 2(1-Methyl-5-pyrazolyl) amino-2-imidazoline (15.74 g.) was treated with 2.60 g. chlorine gas in 30 ml. acetic acid, while cooling in ice, by the method of Example VII to give 6.34 g. mp 254°-257°. Reactants: C(C)(=O)[O-].[Na+] (sodium acetate), ClC=1C=C(C=C(C1OC=1N=NC(=C(C1)C(C)C)Cl)Cl)CC(=O)O ([3,5-Dichloro-4-(6-chloro-5-isopropyl-pyridazin-3-yloxy)-phenyl]-acetic acid). Solvent: C(C)(=O)O (acetic acid). Conditions: temperature 125 celsius. The product is ClC=1C=C(C=C(C1OC1=NNC(C(=C1)C(C)C)=O)Cl)CC(=O)O ([3,5-Dichloro-4-(5-isopropyl-6-oxo-1,6-dihydro-pyridazin-3-yloxy)-phenyl]-acetic acid). Isolated yield 65.0%. RXN SMILES: C([O-])(=[O:3])C.[Na+].[Cl:6][C:7]1[CH:8]=[C:9]([CH2:25][C:26]([OH:28])=[O:27])[CH:10]=[C:11]([Cl:24])[C:12]=1[O:13][C:14]1[N:15]=[N:16][C:17](Cl)=[C:18]([CH:20]([CH3:22])[CH3:21])[CH:19]=1>C(O)(=O)C>[Cl:6][C:7]1[CH:8]=[C:9]([CH2:25][C:26]([OH:28])=[O:27])[CH:10]=[C:11]([Cl:24])[C:12]=1[O:13][C:14]1[CH:19]=[C:18]([CH:20]([CH3:22])[CH3:21])[C:17](=[O:3])[NH:16][N:15]=1 |f:0.1|. Procedure: A mixture of glacial acetic acid (200 mL), sodium acetate (6.1 g, 74.4 mmol) and [3,5-dichloro-4-(6-chloro-5-isopropyl-pyridazin-3-yloxy)-phenyl]-acetic acid (18) (8.3 g, 21.96 mmol) was heated to 125° C. for 24 h. The reaction mixture was cooled to room temperature and concentrated. The resulting residue was diluted with methylene chloride (200 mL) and was washed with water (150 mL). The organic layer was separated. Hexanes (3×200 mL) were added to the residue in portions and then subsequently ... Yields the product CC(C)(C)n1nnc(Cc2ccc(CBr)cc2)n1. Reaction SMILES: [C:38]([Br:39])([Br:40])([Br:41])[Br:42].[CH3:20][C:21]([CH3:22])([CH3:23])[n:24]1[n:25][c:26]([CH2:29][c:30]2[cH:31][cH:32][c:33]([CH2:36][OH:37])[cH:34][cH:35]2)[n:27][n:28]1.[CH3:43][CH2:44][O:45][CH2:46][CH3:47].[c:1]1([P:2]([c:3]2[cH:4][cH:5][cH:6][cH:7][cH:8]2)[c:9]2[cH:10][cH:11][cH:12][cH:13][cH:14]2)[cH:15][cH:16][cH:17][cH:18][cH:19]1>>[CH3:20][C:21]([CH3:22])([CH3:23])[n:24]1[n:25][c:26]([CH2:29][c:30]2[cH:31][cH:32][c:33]([CH2:36][Br:39])[cH:34][cH:35]2)[n:27][n:28]1. The reactants are BrC(Br)(Br)Br, CC(C)(C)n1nnc(Cc2ccc(CO)cc2)n1, CCOCC, c1ccc(P(c2ccccc2)c2ccccc2)cc1. Starting materials: N(=O)[O-].[Na+] (sodium nitrite), CC1(NC(CC(C1)O)(C)C)C (2,2,6,6-tetramethyl-4-hydroxypiperidine), three, NC1=CC=C(C=C1)C (p-Toluidine), Cl (HCl). Solvent: O (water), C(C)#N (acetonitrile), O (water). Run at temperature 2.5 celsius, time 1 hour. The product is CC1(N(C(CC(C1)O)(C)C)N=NC1=CC=C(C=C1)C)C (2,2,6,6-Tetramethyl-1-(p-tolyl-diazenyl)-piperidine-4-ol). Isolated yield 23.3%. Reaction SMILES: Cl.[NH2:2][C:3]1[CH:8]=[CH:7][C:6]([CH3:9])=[CH:5][CH:4]=1.[N:10]([O-])=O.[Na+].[CH3:14][C:15]1([CH3:24])[CH2:20][CH:19]([OH:21])[CH2:18][C:17]([CH3:23])([CH3:22])[NH:16]1>O.C(#N)C>[CH3:14][C:15]1([CH3:24])[CH2:20][CH:19]([OH:21])[CH2:18][C:17]([CH3:23])([CH3:22])[N:16]1[N:10]=[N:2][C:3]1[CH:8]=[CH:7][C:6]([CH3:9])=[CH:5][CH:4]=1 |f:2.3|. Procedure: A mixture of concentrated HCl (30 ml, 32%) and water (30 ml) is charged into 100 ml three necked round bottomed flask followed by addition of p-Toluidine (10 g, 0.0.093 mol). The mixture is cooled to 0 to 5° C. and solution of sodium nitrite (11.2 g, 0.16 mol) in water (15 ml) is added into it while maintaining the temperature at 0 to 5° C. This reaction mixture is then slowly added into a solution of 2,2,6,6-tetramethyl-4-hydroxypiperidine (69 g, 0.44 mol) in acetonitrile (2000 ml) and the mixt...